Dataset: the Open Reaction Database (ORD), a public repository of structured organic reaction records. Task: describe an organic reaction: reactants, conditions, products, and yield Starting materials: BrCCCC(=O)OCC (ethyl 4-bromobutanoate), FC(OC=1C=C(C=CC1)O)(F)F (3-(trifluoromethoxy)phenol), C([O-])([O-])=O.[K+].[K+] (potassium carbonate). Run in CC(=O)C (acetone). Reaction conditions: time 8 hour. Yields the product FC(OC=1C=C(OCCC(=O)OCC)C=CC1)(F)F (ethyl 3-(3-(trifluoromethoxy)phenoxy)propanoate). The yield is 96.8%. As a reaction SMILES: BrC[CH2:3][CH2:4][C:5]([O:7][CH2:8][CH3:9])=[O:6].[F:10][C:11]([F:21])([F:20])[O:12][C:13]1[CH:14]=[C:15]([OH:19])[CH:16]=[CH:17][CH:18]=1.C(=O)([O-])[O-].[K+].[K+]>CC(C)=O>[F:10][C:11]([F:20])([F:21])[O:12][C:13]1[CH:14]=[C:15]([CH:16]=[CH:17][CH:18]=1)[O:19][CH2:3][CH2:4][C:5]([O:7][CH2:8][CH3:9])=[O:6] |f:2.3.4|. Reported procedure: To a solution of ethyl 4-bromobutanoate (2 g, 10.26 mmol) in acetone (20 mL) was added 3-(trifluoromethoxy)phenol (1.52 g, 8.54 mmol), followed by potassium carbonate (3.5 g, 25.36 mmol). The reaction was stirred at room temperature overnight. The mixture was partitioned between DCM and water. The organic phase was washed with brine, dried over sodium sulfate, and concentrated to give a crude product which was purified by silica gel chromatography eluting with petroleum/ethyl acetate (10:1 to 5:...